This data is from the Open Reaction Database (ORD), a public repository of structured organic reaction records. The task is: describe an organic reaction: reactants, conditions, products, and yield Starting materials: ClC(CC(C)C1=C(C=CC=C1)N)CC (2-(3-Chloro-1-methylpentyl)phenylamine), C1C(C1)C(C)(C)C1=C(C=CC=C1)NC(C(C)(C)C)=O (N-[2-(2-cyclopropylisopropyl)phenyl]-2,2-dimethylpropanamide), Cl (hydrochloric acid). Product: C1C(C1)C(C)(C)C1=C(C=CC=C1)N (2-(2-cyclopropylisopropyl)phenylamine). As a reaction SMILES: ClC(CC)CC(C1C=CC=CC=1N)C.[CH2:15]1[CH2:17][CH:16]1[C:18]([C:21]1[CH:26]=[CH:25][CH:24]=[CH:23][C:22]=1[NH:27]C(=O)C(C)(C)C)([CH3:20])[CH3:19].Cl>>[CH2:15]1[CH2:17][CH:16]1[C:18]([C:21]1[CH:26]=[CH:25][CH:24]=[CH:23][C:22]=1[NH2:27])([CH3:20])[CH3:19]. Procedure details: 2-(3-Chloro-1-methylpentyl)phenylamine (III-3) is obtained by initially preparing N-[2-(2-cyclopropylisopropyl)phenyl]-2,2-dimethylpropanamide analogously to Examples (III-1a) and (III-1b). In the third step, the material is reacted with hydrochloric acid which gives, in addition to 2-(2-cyclopropylisopropyl)phenylamine, also the compound (III-3). The reactants are C1(=CC=CS1)CS (thenylmercaptan), C(C)N1C(C=2C(C1=O)=CC=CC2)=S (N-ethylthiophthalimide). The product is C(C)SSCC1=CC=CS1 (ethyl-thenyl-disulphide). Reaction SMILES: [C:1]1([CH2:6][SH:7])[S:5][CH:4]=[CH:3][CH:2]=1.C(N1C(=O)C2=CC=CC=[C:12]2[C:11]1=[S:20])C>>[CH2:11]([S:20][S:7][CH2:6][C:1]1[S:5][CH:4]=[CH:3][CH:2]=1)[CH3:12]. Procedure details: Starting from thenylmercaptan and N-ethylthiophthalimide there is obtained ethyl-thenyl-disulphide. nD20 = 1.6044. IR (liq.): bands inter alia at 3000, 1450, 1250, 1035, 850, 700 cm-1. Reactants: ClC1C(CCCC1)=O (2-chlorocyclohexanone), NC1=NC=C(C=C1)[N+](=O)[O-] (2-amino-5-nitropyridine). The solvent is C(C)(=O)OCC (ethyl acetate). Yields the product [N+](=O)([O-])C=1C=CC2=NC3=C(N2C1)CCCC3 (2-Nitro-6,7,8,9-tetrahydropyrido[1,2-a]benzimidazole). RXN SMILES: Cl[CH:2]1[CH2:7][CH2:6][CH2:5][CH2:4][C:3]1=O.[NH2:9][C:10]1[CH:15]=[CH:14][C:13]([N+:16]([O-:18])=[O:17])=[CH:12][N:11]=1>C(OCC)(=O)C>[N+:16]([C:13]1[CH:14]=[CH:15][C:10]2[N:11]([CH:12]=1)[C:3]1[CH2:4][CH2:5][CH2:6][CH2:7][C:2]=1[N:9]=2)([O-:18])=[O:17]. Procedure details: Operations similar to Production Example 1-(2) were conducted using 2-chlorocyclohexanone and 2-amino-5-nitropyridine. The resulting solid was suspended in ethyl acetate, washed with saturated aqueous sodium hydrogencarbonate solution and purified by silica gel column chromatography (hexane/ethyl acetate=2/1) to provide the title compound as yellow crystals. Starting materials: ICCCCCCCCCCCCCCCCC(=O)OCC (Ethyl 17-iodo-heptadecanoate), organozinc, (S)-(s-Bu)-Pybox, IC1=CC=C(CCl)C=C1 (p-iodobenzyl chloride). Reagents/catalysts: IC1=CC=C(C=C1)CCCCCCCCCCCCCCCCCCO (18-(p-Iodophenyl)octadecanol), [Zn] (Zinc), C1/C=C\CC/C=C\C1.C1/C=C\CC/C=C\C1.[Ni] (Ni(COD)2). Run in CC(=O)N(C)C (DMA), CC(=O)N(C)C (DMA), (R)-(s-Bu)-Pybox, CC(=O)N(C)C (DMA). Run at time 10 minute. Yields the product crude product, IC1=CC=C(C=C1)CCCCCCCCCCCCCCCCCC(=O)OCC (Ethyl 18-(p-iodophenyl)octadecanoate). Isolated yield 75.6%. Reaction SMILES: I[CH2:2][CH2:3][CH2:4][CH2:5][CH2:6][CH2:7][CH2:8][CH2:9][CH2:10][CH2:11][CH2:12][CH2:13][CH2:14][CH2:15][CH2:16][CH2:17][C:18]([O:20][CH2:21][CH3:22])=[O:19].[I:23][C:24]1[CH:31]=[CH:30][C:27]([CH2:28]Cl)=[CH:26][CH:25]=1>CC(N(C)C)=O.[Zn].C1CC=CCCC=C1.C1CC=CCCC=C1.[Ni].IC1C=CC(CCCCCCCCCCCCCCCCCCO)=CC=1>[I:23][C:24]1[CH:31]=[CH:30][C:27]([CH2:28][CH2:2][CH2:3][CH2:4][CH2:5][CH2:6][CH2:7][CH2:8][CH2:9][CH2:10][CH2:11][CH2:12][CH2:13][CH2:14][CH2:15][CH2:16][CH2:17][C:18]([O:20][CH2:21][CH3:22])=[O:19])=[CH:26][CH:25]=1 |f:4.5.6|. Procedure details: Zinc powder (70 mg, 1.06 mmol) was dried at 70° C. for 30 min in a sealed tube, then DMA (0.4 ml) and solid 12 (9 mg, 0.04 mmol) were added. After stirring for 10 min, a solution of ethyl 17-iodo-heptadecanoate 80 (300 mg, 0.71 mmol) in DMA (1.5 ml) was added and the reaction mixture was stirred in the sealed tube for 11 h at 70° C. In a 10-ml flask, Ni(COD)2 (10 mg, 0.04 mmol), (R)-(s-Bu)-Pybox (or (S)-(s-Bu)-Pybox) (23 mg, 0.07 mmol) and p-iodobenzyl chloride 82 (252 mg, 1 mmol) were dissolved...